From a dataset of the Open Reaction Database (ORD), a public repository of structured organic reaction records. describe an organic reaction: reactants, conditions, products, and yield Starting materials: C1C(CO1)N.Cl, CC1=C(C=C(C=C1)[N+](=O)[O-])Br. Reagents/catalysts: C(=O)([O-])[O-].[Cs+].[Cs+], CC(C1CCCC1P(C2CCCCC2)C3CCCCC3)P(C(C)(C)C)C(C)(C)C.C1CCCC1.[Fe], CC(=O)O.CC(=O)O.[Pd]. Reaction conditions: temperature 90 celsius. The product is CC1=C(C=C(C=C1)[N+](=O)[O-])NC2COC2. Isolated yield 28.8%. Procedure: 2-bromo-1-methyl-4-nitrobenzene (864 mg, 4mmol), oxetan-3-amine hydrochloride (438 mg, 4 mmol), CS2CO3 (3910 mg, 12.00 mmol), palladium(II) acetate (44.9 mg, 0.20 mmol), (R)-(-)-1-[(S)-2-(Dicyclohexylphosphino)ferrocenyl]ethyldi-t- butylphosphine (224 mg, 0.40 mmol) in 1,4-doxane was degased, inflated with Ar and heated at 90 oC for 5h. LCMS showed some product peak. Silica gel 2g was added to the mixture, evaporated all solvents in GeneVac. The sample was dry loaded for purification by ISCO (He... The reactants are O=C1NC(C(N1)=O)=CC=1C=C(C=CC1[N+](=O)[O-])N1CCN(CC1)C(=O)OCC (ethyl 4-[3-[(2,4-dioxoimidazolin-5-ylidene)methyl]-4-nitrophenyl]-1-piperazinecarboxylate). Reagents/catalysts: [Pd] (Pd/C). Solvent: CN(C)C=O (DMF). Reaction conditions: time 17 hour. The product is O=C1NC=2C(=NC=3C=CC(=CC3C2)N2CCN(CC2)C(=O)OCC)N1 (ethyl 4-(2,3-dihydro-2-oxo-1H-imidazo[4,5-b]quinolin-7-yl)-1-piperazinecarboxylate). As a reaction SMILES: [O:1]=[C:2]1[NH:6][C:5](=O)[C:4](=[CH:8][C:9]2[CH:10]=[C:11]([N:18]3[CH2:23][CH2:22][N:21]([C:24]([O:26][CH2:27][CH3:28])=[O:25])[CH2:20][CH2:19]3)[CH:12]=[CH:13][C:14]=2[N+:15]([O-])=O)[NH:3]1>CN(C=O)C.[Pd]>[O:1]=[C:2]1[NH:6][C:5]2=[N:15][C:14]3[CH:13]=[CH:12][C:11]([N:18]4[CH2:23][CH2:22][N:21]([C:24]([O:26][CH2:27][CH3:28])=[O:25])[CH2:20][CH2:19]4)=[CH:10][C:9]=3[CH:8]=[C:4]2[NH:3]1. Procedure details: A solution of ethyl 4-[3-[(2,4-dioxoimidazolin-5-ylidene)methyl]-4-nitrophenyl]-1-piperazinecarboxylate (4.25 g, 10.9 mmol) in DMF (200 mL) was hydrogenated over 10% Pd/C (0.7 g) at 60 p.s.i. After 17 hours, the mixture was filtered through kieselguhr and the solvent removed in vacuo. Evaporation was repeated with two portions (200 mL each) of methanol. Residual solid was suspended in absolute ethanol (200 mL) and glacial acetic acid (8 mL) and stirred at reflux for one hour. The mixture was con...